This data is from the Open Reaction Database (ORD), a public repository of structured organic reaction records. The task is: describe an organic reaction: reactants, conditions, products, and yield Reactants: ClC1=NC=C(C=C1)COC1OCCCC1 (2-chloro-5-[(tetrahydro-2-pyranyloxy)methyl]pyridine), grignard reagent, [Mg] (magnesium), BrC1=CC=C(C=C1)F (1-bromo-4-fluorobenzene). Reagents/catalysts: CC(C)P(C1=CC=CC=C1)C2=CC=CC=C2.C1=CC=C(C=C1)PC2=CC=CC=C2.[Cl-].[Ni] (1,3-bis(diphenylphosphino)-propanenickel-(II) chloride). Solvent: O1CCCC1 (tetrahydrofuran), O1CCCC1 (tetrahydrofuran). Conditions: temperature 3 celsius, time 1 hour. Yields the product FC1=CC=C(C=C1)C1=NC=C(C=C1)COC1OCCCC1 (2-(4-fluorophenyl)-5-[(tetra-hydro-2-pyranyloxy)methyl]pyridine). Isolated yield 77.7%. As a reaction SMILES: [Mg].Br[C:3]1[CH:8]=[CH:7][C:6]([F:9])=[CH:5][CH:4]=1.Cl[C:11]1[CH:16]=[CH:15][C:14]([CH2:17][O:18][CH:19]2[CH2:24][CH2:23][CH2:22][CH2:21][O:20]2)=[CH:13][N:12]=1>CC(P(C1C=CC=CC=1)C1C=CC=CC=1)C.C1C=CC(PC2C=CC=CC=2)=CC=1.[Cl-].[Ni].O1CCCC1>[F:9][C:6]1[CH:7]=[CH:8][C:3]([C:11]2[CH:16]=[CH:15][C:14]([CH2:17][O:18][CH:19]3[CH2:24][CH2:23][CH2:22][CH2:21][O:20]3)=[CH:13][N:12]=2)=[CH:4][CH:5]=1 |f:3.4.5.6|. Reported procedure: A grignard reagent solution prepared from 1.53 g of magnesium, 10.5 g of 1-bromo-4-fluorobenzene and 70 ml of tetrahydrofuran was added dropwise at 3°-7° C. within 45 minutes to a mixture of 16.9 g of crude 2-chloro-5-[(tetrahydro-2-pyranyloxy)methyl]pyridine, 60 ml of tetrahydrofuran and 0.62 g of 1,3-bis(diphenylphosphino)-propanenickel-(II) chloride. The dark reaction mixture was stirred at 3° C. for a further 1 hr. and at room temperature for 2 hrs. and then extracted with 200 ml of diethyl ... Starting materials: BrCc1ccccc1, N#Cc1ccc(C(=O)NCCOc2cccc(C#N)c2)cc1, CN(C)C=O, [H-], [H][H], [Na+]. Yields the product N#Cc1ccc(C(=O)N(CCOc2cccc(C#N)c2)Cc2ccccc2)cc1. RXN SMILES: [Br:27][CH2:28][c:29]1[cH:30][cH:31][cH:32][cH:33][cH:34]1.[C:3](#[N:4])[c:5]1[cH:6][c:7]([O:8][CH2:9][CH2:10][NH:11][C:12]([c:13]2[cH:14][cH:15][c:16]([C:19]#[N:20])[cH:17][cH:18]2)=[O:21])[cH:22][cH:23][cH:24]1.[CH3:35][N:36]([CH3:37])[CH:38]=[O:39].[H-:1].[H:25][H:26].[Na+:2]>>[C:3](#[N:4])[c:5]1[cH:6][c:7]([O:8][CH2:9][CH2:10][N:11]([C:12]([c:13]2[cH:14][cH:15][c:16]([C:19]#[N:20])[cH:17][cH:18]2)=[O:21])[CH2:28][c:29]2[cH:30][cH:31][cH:32][cH:33][cH:34]2)[cH:22][cH:23][cH:24]1.